From a dataset of the Open Reaction Database (ORD), a public repository of structured organic reaction records. describe an organic reaction: reactants, conditions, products, and yield The reactants are CC(=O)OCc1ccc(C2=NOC(c3cc(Cl)cc(Cl)c3)(C(F)(F)F)C2)cc1F, CCO, Cl, [Na+], [OH-], O. The product is OCc1ccc(C2=NOC(c3cc(Cl)cc(Cl)c3)(C(F)(F)F)C2)cc1F. Reaction SMILES: [C:4](=[O:5])([CH3:6])[O:7][CH2:8][c:9]1[c:10]([F:32])[cH:11][c:12]([C:15]2=[N:16][O:17][C:18]([C:20]([F:21])([F:22])[F:23])([c:24]3[cH:25][c:26]([Cl:31])[cH:27][c:28]([Cl:30])[cH:29]3)[CH2:19]2)[cH:13][cH:14]1.[CH3:33][CH2:34][OH:35].[ClH:3].[Na+:2].[OH-:1].[OH2:36]>>[OH:7][CH2:8][c:9]1[c:10]([F:32])[cH:11][c:12]([C:15]2=[N:16][O:17][C:18]([C:20]([F:21])([F:22])[F:23])([c:24]3[cH:25][c:26]([Cl:31])[cH:27][c:28]([Cl:30])[cH:29]3)[CH2:19]2)[cH:13][cH:14]1.